This data is from the Open Reaction Database (ORD), a public repository of structured organic reaction records. The task is: describe an organic reaction: reactants, conditions, products, and yield Starting materials: C=1C=CC2=C(C1)N=NN2O (HOBt), C1CCC(CC1)N=C=NC2CCCCC2 (DCCI), N([C@@H](CC1=CC=CC=C1)C(=O)N[C@@H](CC1=CNC=N1)C(=O)O)C(=O)OCC1=CC=CC=C1 (Z-Phe-His-OH), N[C@@H](CC(C)C)C(=O)N[C@@H](C(C)C)C(=O)N[C@@H](C)C(=O)O.C(C1=CC=CC=C1)[C@@H](CO)[NH-] (H-Leu-Val-Ala 1(S)-benzyl-2-hydroxyethyl amide). Product: N([C@@H](CC1=CC=CC=C1)C(=O)N[C@@H](CC1=CNC=N1)C(=O)N[C@@H](CC(C)C)C(=O)N[C@@H](C(C)C)C(=O)N[C@@H](C)C(=O)O)C(=O)OCC1=CC=CC=C1.C(C1=CC=CC=C1)[C@@H](CO)[NH-] (Z-Phe-His-Leu-Val-Ala 1(S)-benzyl-2-hydroxyethyl amide), B7. RXN SMILES: [NH:1]([C:23]([O:25][CH2:26][C:27]1[CH:32]=[CH:31][CH:30]=[CH:29][CH:28]=1)=[O:24])[C@H:2]([C:10]([NH:12][C@H:13]([C:20](O)=[O:21])[CH2:14][C:15]1[N:19]=[CH:18][NH:17][CH:16]=1)=[O:11])[CH2:3][C:4]1[CH:9]=[CH:8][CH:7]=[CH:6][CH:5]=1.[NH2:33][C@H:34]([C:39]([NH:41][C@H:42]([C:46]([NH:48][C@H:49]([C:51]([OH:53])=[O:52])[CH3:50])=[O:47])[CH:43]([CH3:45])[CH3:44])=[O:40])[CH2:35][CH:36]([CH3:38])[CH3:37].[CH2:54]([C@H:61]([NH-:64])[CH2:62][OH:63])[C:55]1[CH:60]=[CH:59][CH:58]=[CH:57][CH:56]=1.C1C=CC2N(O)N=NC=2C=1.C1CCC(N=C=NC2CCCCC2)CC1>>[NH:1]([C:23]([O:25][CH2:26][C:27]1[CH:32]=[CH:31][CH:30]=[CH:29][CH:28]=1)=[O:24])[C@H:2]([C:10]([NH:12][C@H:13]([C:20]([NH:33][C@H:34]([C:39]([NH:41][C@H:42]([C:46]([NH:48][C@H:49]([C:51]([OH:53])=[O:52])[CH3:50])=[O:47])[CH:43]([CH3:44])[CH3:45])=[O:40])[CH2:35][CH:36]([CH3:38])[CH3:37])=[O:21])[CH2:14][C:15]1[N:19]=[CH:18][NH:17][CH:16]=1)=[O:11])[CH2:3][C:4]1[CH:9]=[CH:8][CH:7]=[CH:6][CH:5]=1.[CH2:54]([C@H:61]([NH-:64])[CH2:62][OH:63])[C:55]1[CH:60]=[CH:59][CH:58]=[CH:57][CH:56]=1 |f:1.2,5.6|. Procedure details: In a manner analogous to that described in Example 1, using as starting materials 110 mg of Z-Phe-His-OH, 84 mg of H-Leu-Val-Ala-1(S)-benzyl-2-hydroxyethyl amide, 38 mg of HOBt and 60 mg of DCCI, the title compound is obtained after flash chromatography (65 g of silica gel 60, 40-63 μm, eluant system B7). Rf (B7)=0.27. The solvent is C(C)(=O)O (acetic acid). Product: BrC=1C(=NNC1)C1=CC=C(C=C1)Cl (4-bromo-3-(4-chlorophenyl)-1H-pyrazole). Reactants: ClC1=CC=C(C=C1)C1=NNC=C1 (3-(4-chlorophenyl)-1H-pyrazole), BrBr (bromine), O (water). Reported procedure: 1.5 g (0.0084 mol) of 3-(4-chlorophenyl)-1H-pyrazole, prepared in the above example (19), are dissolved, at room temperature and with stirring, in 25 ml of acetic acid. 1.6 g (0.01 mol) of bromine are then run in dropwise while maintaining the temperature below 30° C. Stirring is maintained for 30 hours 30 min and then the reaction mixture is poured into water. The precipitate is filtered and washed with water and heptane. 2.1 g (0.0084 mol) (yield: 100%; melting point: 143° C.) of 4-bromo-3-(4-... The yield is 100.0%. As a reaction SMILES: [Cl:1][C:2]1[CH:7]=[CH:6][C:5]([C:8]2[CH:12]=[CH:11][NH:10][N:9]=2)=[CH:4][CH:3]=1.[Br:13]Br.O>C(O)(=O)C>[Br:13][C:12]1[C:8]([C:5]2[CH:4]=[CH:3][C:2]([Cl:1])=[CH:7][CH:6]=2)=[N:9][NH:10][CH:11]=1.